describe an organic reaction: reactants, conditions, products, and yield From a dataset of the Open Reaction Database (ORD), a public repository of structured organic reaction records. The reactants are CCO, CC1N(C)C=C[NH+]1C, [I-], [K+], [OH-], O, O=Cc1cccs1. The product is CN1C=C[NH+](C)C1C=Cc1cccs1, [I-]. As a reaction SMILES: [CH3:17][CH2:18][OH:19].[CH3:2][NH+:3]1[CH:4]([CH3:9])[N:5]([CH3:8])[CH:6]=[CH:7]1.[I-:1].[K+:21].[OH-:20].[OH2:22].[s:10]1[c:11]([CH:15]=[O:16])[cH:12][cH:13][cH:14]1>>[CH3:2][NH+:3]1[CH:4]([CH:9]=[CH:15][c:11]2[s:10][cH:14][cH:13][cH:12]2)[N:5]([CH3:8])[CH:6]=[CH:7]1.[I-:1]. The reactants are [BH4-].[Na+] (NaBH4), ICCCC(=O)C1=CC=C(C=C1)C(C(=O)O)(C)C (4-(4iodo-1-oxobutyl)-α,α-dimethylphenylacetic acid), Cl (HCl). Solvent: CO (methanol). Run at time 30 minute. The product is OC(CCCI)C1=CC=C(C=C1)C(C(=O)O)(C)C (4-(1-hydroxy-4-iodobutyl)-α,α-dimethylphenylacetic acid). Isolated yield 79.6%. RXN SMILES: [I:1][CH2:2][CH2:3][CH2:4][C:5]([C:7]1[CH:12]=[CH:11][C:10]([C:13]([CH3:18])([CH3:17])[C:14]([OH:16])=[O:15])=[CH:9][CH:8]=1)=[O:6].[BH4-].[Na+].Cl>CO>[OH:6][CH:5]([C:7]1[CH:12]=[CH:11][C:10]([C:13]([CH3:18])([CH3:17])[C:14]([OH:16])=[O:15])=[CH:9][CH:8]=1)[CH2:4][CH2:3][CH2:2][I:1] |f:1.2|. Reported procedure: To a solution of 50 mg of 4-(4iodo-1-oxobutyl)-α,α-dimethylphenylacetic acid, prepared in accordance with Example 3, in 3 mL of methanol was added 50 mg of NaBH4. The mixture was stirred for 30 minutes, acidified with 2N HCl, and the methanol removed in vacuo. The concentrate was extracted with EtOAc. The organics were dried over Na2SO4, filtered, and concentrated to afford 40 mg of 4-(1-hydroxy-4-iodobutyl)-α,α-dimethylphenylacetic acid. The reactants are COc1ccc(-c2nc(Cl)sc2Cc2ccccc2)cc1, C1COCCN1, [Li+], CN(C)C=O, [OH-], O, O. The product is COc1ccc(-c2nc(N3CCOCC3)sc2Cc2ccccc2)cc1. RXN SMILES: [CH2:1]([c:2]1[cH:3][cH:4][cH:5][cH:6][cH:7]1)[c:8]1[c:9](-[c:14]2[cH:15][cH:16][c:17]([O:20][CH3:21])[cH:18][cH:19]2)[n:10][c:11]([Cl:13])[s:12]1.[CH2:25]1[CH2:26][O:27][CH2:28][CH2:29][NH:30]1.[Li+:23].[O:31]=[CH:32][N:33]([CH3:34])[CH3:35].[OH-:22].[OH2:24].[OH2:36]>>[CH2:1]([c:2]1[cH:3][cH:4][cH:5][cH:6][cH:7]1)[c:8]1[c:9](-[c:14]2[cH:15][cH:16][c:17]([O:20][CH3:21])[cH:18][cH:19]2)[n:10][c:11]([N:30]2[CH2:25][CH2:26][O:27][CH2:28][CH2:29]2)[s:12]1. Reactants: [Br-], CCCCCc1ccc(Br)cc1, CCCCCc1ccc([Mg+])cc1, CCOCC, CCO, Cl, [Mg], O, [Pd], O=C1CCC(c2ccccc2)CC1. Yields the product CCCCCc1ccc(C2CCC(c3ccccc3)CC2)cc1. Reaction SMILES: [Br-:1].[CH2:14]([c:15]1[cH:16][cH:17][c:18]([Br:19])[cH:20][cH:21]1)[CH2:22][CH2:23][CH2:24][CH3:25].[CH2:2]([CH2:3][CH2:4][CH2:5][CH3:6])[c:7]1[cH:8][cH:9][c:10]([Mg+:13])[cH:11][cH:12]1.[CH3:41][CH2:42][O:43][CH2:44][CH3:45].[CH3:46][CH2:47][OH:48].[ClH:40].[Mg:26].[OH2:50].[Pd:49].[c:27]1([CH:33]2[CH2:34][CH2:35][C:36](=[O:39])[CH2:37][CH2:38]2)[cH:28][cH:29][cH:30][cH:31][cH:32]1>>[CH2:2]([CH2:3][CH2:4][CH2:5][CH3:6])[c:7]1[cH:8][cH:9][c:10]([CH:36]2[CH2:35][CH2:34][CH:33]([c:27]3[cH:28][cH:29][cH:30][cH:31][cH:32]3)[CH2:38][CH2:37]2)[cH:11][cH:12]1. The reactants are BrCCOC (1-bromo-2-methoxyethan), NC1=C(C=CC=C1[N+](=O)[O-])O (2-amino-3-nitrophenol), C(C)(C)OC1=C(C(=CC=C1)N)N (3-isopropoxy-benzene-1,2-diamine). The product is COCCOC1=C(C(=CC=C1)N)N (3-(2-Methoxy-ethoxy)-benzene-1,2-diamine). Reaction SMILES: Br[CH2:2][CH2:3][O:4][CH3:5].[NH2:6][C:7]1[C:12]([N+:13]([O-])=O)=[CH:11][CH:10]=[CH:9][C:8]=1[OH:16].C(OC1C=CC=C(N)C=1N)(C)C>>[CH3:5][O:4][CH2:3][CH2:2][O:16][C:8]1[CH:9]=[CH:10][CH:11]=[C:12]([NH2:13])[C:7]=1[NH2:6]. Reported procedure: Prepared from 1-bromo-2-methoxyethan and 2-amino-3-nitrophenol in analogy to 3-isopropoxy-benzene-1,2-diamine. The reactants are ClC1=C(\C=N\NC2=CC=C(C=C2)I)C(=CC=C1)F ((1E)-1-(2-chloro-6-fluorobenzylidene)-2-(4-iodophenyl)hydrazine), P(Cl)(Cl)(Cl)(Cl)Cl (PCl5). Run in C1=CC=CC=C1 (benzene). Yields the product ClC1=C(C(=CC=C1)F)C(=NNC1=CC=C(C=C1)I)Cl (2-chloro-6-fluoro-N-(4-iodophenyl)benzenecarbohydrazonoyl chloride). Isolated yield 76.4%. As a reaction SMILES: [Cl:1][C:2]1[CH:17]=[CH:16][CH:15]=[C:14]([F:18])[C:3]=1/[CH:4]=[N:5]/[NH:6][C:7]1[CH:12]=[CH:11][C:10]([I:13])=[CH:9][CH:8]=1.P(Cl)(Cl)(Cl)(Cl)[Cl:20]>C1C=CC=CC=1>[Cl:1][C:2]1[CH:17]=[CH:16][CH:15]=[C:14]([F:18])[C:3]=1[C:4]([Cl:20])=[N:5][NH:6][C:7]1[CH:8]=[CH:9][C:10]([I:13])=[CH:11][CH:12]=1. Reported procedure: The title compound was prepared according to the procedure described in step-2 of Intermediate-1 using (1E)-1-(2-chloro-6-fluorobenzylidene)-2-(4-iodophenyl)hydrazine (1.2 g, 3.20 mmol), PCl5 (0.990 g, 4.8 mmol) and benzene (20 mL) to afford 1.0 g of desired product. 1H NMR. (300 MHz, DMSO d6): δ 7.00 (d, J=8.7 Hz, 2H), 7.41 (d, J=8.7 Hz, 1H), 7.48-7.60 (m, 4H), 10.22 (s, 1H). The reactants are C(C)(C)(C)OC([C@H]1N(CCC1)C([C@@H](NC(=O)OCC1=CC=CC=C1)CC1=CC=CC=C1)=O)=O (N-carbobenzoxy-L-phenylalanyl-L-proline tert.-butyl ester), C(C)O (ethanol). The solvent is O1CCCC1 (tetrahydrofuran). Product: C(C)(C)(C)OC([C@H]1N(CCC1)C([C@@H](N)CC1=CC=CC=C1)=O)=O (L-Phenylalanyl-L-proline tert.-butyl ester). Reaction SMILES: [C:1]([O:5][C:6](=[O:33])[C@@H:7]1[CH2:11][CH2:10][CH2:9][N:8]1[C:12](=[O:32])[C@H:13]([CH2:25][C:26]1[CH:31]=[CH:30][CH:29]=[CH:28][CH:27]=1)[NH:14]C(OCC1C=CC=CC=1)=O)([CH3:4])([CH3:3])[CH3:2].C(O)C>O1CCCC1>[C:1]([O:5][C:6](=[O:33])[C@@H:7]1[CH2:11][CH2:10][CH2:9][N:8]1[C:12](=[O:32])[C@H:13]([CH2:25][C:26]1[CH:27]=[CH:28][CH:29]=[CH:30][CH:31]=1)[NH2:14])([CH3:4])([CH3:2])[CH3:3]. Procedure details: 223 g of N-carbobenzoxy-L-phenylalanyl-L-proline tert.-butyl ester is hydrogenated in analogous manner to step (b), using 2100 ml absolute tetrahydrofuran as solvent instead of ethanol, to give the heading compound as a colourless oil. Starting materials: O.NN (hydrazine monohydrate), C(C(=O)OCC)(=O)OCC (diethyl oxalate), C(C1=CC=CC=C1)OC=1C=C(C=C2C=C(NC12)C(=O)O)OC1=CC=C(C=C1)S(=O)(=O)C (7-(benzyloxy)-5-[4-(methylsulfonyl)phenoxy]-1H-indole-2-carboxylic acid), Cl.CN(CCCN=C=NCC)C (3-(dimethylamino)propyl-3-ethylcarbodiimide hydrochloride), ON1N=NC2=C1C=CC=C2 (1-hydroxybenzotriazole). Run in CCCCCC (hexane), C(C)O (ethanol), C(C)O (ethanol), O (Water), CN(C=O)C (N,N-dimethylformamide), C(C)(=O)OCC (ethyl acetate). Reaction conditions: time 30 minute. Yields the product C(C1=CC=CC=C1)OC=1C=C(C=C2C=C(NC12)C(=O)NNC(C(=O)OCC)=O)OC1=CC=C(C=C1)S(=O)(=O)C (Ethyl [2-({7-(benzyloxy)-5-[4-(methylsulfonyl)phenoxy]-1H-indol-2-yl}carbonyl)hydrazino](oxo)acetate). Yield: 83.0%. Reaction SMILES: O.NN.[C:4]([O:11][CH2:12][CH3:13])(=[O:10])[C:5]([O:7]CC)=O.[CH2:14]([O:21][C:22]1[CH:23]=[C:24]([O:34][C:35]2[CH:40]=[CH:39][C:38]([S:41]([CH3:44])(=[O:43])=[O:42])=[CH:37][CH:36]=2)[CH:25]=[C:26]2[C:30]=1[NH:29][C:28]([C:31](O)=[O:32])=[CH:27]2)[C:15]1[CH:20]=[CH:19][CH:18]=[CH:17][CH:16]=1.Cl.CN(C)CCCN=C=NCC.O[N:58]1C2C=CC=CC=2N=[N:59]1>C(O)C.CCCCCC.C(OCC)(=O)C.O.CN(C)C=O>[CH2:14]([O:21][C:22]1[CH:23]=[C:24]([O:34][C:35]2[CH:36]=[CH:37][C:38]([S:41]([CH3:44])(=[O:42])=[O:43])=[CH:39][CH:40]=2)[CH:25]=[C:26]2[C:30]=1[NH:29][C:28]([C:31]([NH:58][NH:59][C:5](=[O:7])[C:4]([O:11][CH2:12][CH3:13])=[O:10])=[O:32])=[CH:27]2)[C:15]1[CH:20]=[CH:19][CH:18]=[CH:17][CH:16]=1 |f:0.1,4.5|. Reported procedure: A solution of hydrazine monohydrate (0.1 mL) in ethanol (2 mL) was added dropwise to a solution of diethyl oxalate (0.3 mL) in ethanol (2 mL) under ice-cooling. The reaction mixture was concentrated under reduced pressure to give a white solid. A mixture of 7-(benzyloxy)-5-[4-(methylsulfonyl)phenoxy]-1H-indole-2-carboxylic acid (450 mg), 1-[3-(dimethylamino)propyl-3-ethylcarbodiimide hydrochloride (403 mg), 1-hydroxybenzotriazole (284 mg) and N,N-dimethylformamide (20 mL) was stirred at room tem... The reactants are NC1=C(C=C(C=C1)[N+](=O)[O-])C(F)(F)F (2-Amino-5-nitrobenzotrifluoride), [OH-].[Na+] (sodium hydroxide). The reagents and catalysts are [Zn] (Zinc). The solvent is C(C)O (ethanol). Run at time 1 hour. Product: NC1=C(C=C(C=C1)N)C(F)(F)F (2,5-diaminobenzotrifluoride). The yield is 95.4%. Reaction SMILES: [NH2:1][C:2]1[CH:7]=[CH:6][C:5]([N+:8]([O-])=O)=[CH:4][C:3]=1[C:11]([F:14])([F:13])[F:12].[OH-].[Na+]>C(O)C.[Zn]>[NH2:1][C:2]1[CH:7]=[CH:6][C:5]([NH2:8])=[CH:4][C:3]=1[C:11]([F:12])([F:13])[F:14] |f:1.2|. Procedure details: 2-Amino-5-nitrobenzotrifluoride (51.6 g, 0.25 mole), manufactured by Marshallton Research Laboratories, Inc., was dissolved in 95% aqueous ethanol (100 ml) and 25% aqueous sodium hydroxide solution (20 ml) and was heated to gentle reflux. Zinc dust (65 g, 1.00 g atom) was added slowly (50 minutes) at a rate to maintain reflux without external heating. After one hour, the mixture was filtered hot and the filter cake was extracted with two 75 ml portions of hot ethanol. The filtrate, combined with...